Dataset: the Open Reaction Database (ORD), a public repository of structured organic reaction records. Task: describe an organic reaction: reactants, conditions, products, and yield The reactants are N#Cc1cc(Br)ccc1F, O=C([O-])[O-], CN1CCNCC1, CS(C)=O, [Cs+], [Cs+]. Yields the product CN1CCN(c2ccc(Br)cc2C#N)CC1. Reaction SMILES: [Br:1][c:2]1[cH:3][cH:4][c:5]([F:10])[c:6]([C:7]#[N:8])[cH:9]1.[C:11](=[O:12])([O-:13])[O-:14].[CH3:17][N:18]1[CH2:19][CH2:20][NH:21][CH2:22][CH2:23]1.[CH3:24][S:25]([CH3:26])=[O:27].[Cs+:15].[Cs+:16]>>[Br:1][c:2]1[cH:3][cH:4][c:5]([N:21]2[CH2:20][CH2:19][N:18]([CH3:17])[CH2:23][CH2:22]2)[c:6]([C:7]#[N:8])[cH:9]1. Starting materials: CC(C)(C)OC(=O)N1CCN(c2ncc(C=C(F)F)s2)CC1, CS(C)=O, CCOC(C)=O, [F-], [K+], O. Yields the product CC(C)(C)OC(=O)N1CCN(c2ncc(CC(F)(F)F)s2)CC1. RXN SMILES: [C:1]([CH3:2])([CH3:3])([CH3:4])[O:5][C:6](=[O:7])[N:8]1[CH2:9][CH2:10][N:11]([c:14]2[s:15][c:16]([CH:19]=[C:20]([F:21])[F:22])[cH:17][n:18]2)[CH2:12][CH2:13]1.[CH3:23][S:24]([CH3:25])=[O:26].[CH3:30][CH2:31][O:32][C:33](=[O:34])[CH3:35].[F-:28].[K+:29].[OH2:27]>>[C:1]([CH3:2])([CH3:3])([CH3:4])[O:5][C:6](=[O:7])[N:8]1[CH2:9][CH2:10][N:11]([c:14]2[s:15][c:16]([CH2:19][C:20]([F:21])([F:22])[F:28])[cH:17][n:18]2)[CH2:12][CH2:13]1.